Task: describe an organic reaction: reactants, conditions, products, and yield. Dataset: the Open Reaction Database (ORD), a public repository of structured organic reaction records Yield: 448.4%. Product: C1(=CC=CC=C1)CNC(=O)NC=1C=C(C=CC1)C(=O)NCC(=O)NC(CC(=O)O)C1=CC=CC=C1 (β-[[2-[[[3-[[[(phenylmethyl)amino]carbonyl]amino]phenyl]carbonyl]amino]acetyl]amino]benzenepropanoic acid). Run in O.C(C)#N (water acetonitrile). Reactants: [OH-].[Li+] (lithium hydroxide), C1(=CC=CC=C1)CNC(=O)NC=1C=C(C=CC1)C(=O)NCC(=O)NC(CC(=O)OCC)C1=CC=CC=C1 (ethyl β-[[2-[[[3-[[[(phenylmethyl)amino]carbonyl]amino]phenyl]carbonyl]amino]acetyl]amino]benzenepropanoate), FC(C(=O)O)(F)F (trifluoroacetic acid). Reaction conditions: temperature 25 celsius. Reported procedure: The product of Example 118 (400 mg, 0.094 mmol) was dissolved in water/acetonitrile (1:1), followed by the addition of lithium hydroxide (100 mg, 0.4 mmol). The reaction mixture was stirred at 25° C., and monitored by HPLC. After complete hydrolysis (1-2 hours) trifluoroacetic acid was added until pH=2. The product was purified by reverse phase chromatography (water/acetonitrile) and lyophilized to result in a white solid (200 mg). MS and 1H-NMR were consistent with the proposed structure. RXN SMILES: [C:1]1([CH2:7][NH:8][C:9]([NH:11][C:12]2[CH:13]=[C:14]([C:18]([NH:20][CH2:21][C:22]([NH:24][CH:25]([C:32]3[CH:37]=[CH:36][CH:35]=[CH:34][CH:33]=3)[CH2:26][C:27]([O:29]CC)=[O:28])=[O:23])=[O:19])[CH:15]=[CH:16][CH:17]=2)=[O:10])[CH:6]=[CH:5][CH:4]=[CH:3][CH:2]=1.[OH-].[Li+].FC(F)(F)C(O)=O>O.C(#N)C>[C:1]1([CH2:7][NH:8][C:9]([NH:11][C:12]2[CH:13]=[C:14]([C:18]([NH:20][CH2:21][C:22]([NH:24][CH:25]([C:32]3[CH:33]=[CH:34][CH:35]=[CH:36][CH:37]=3)[CH2:26][C:27]([OH:29])=[O:28])=[O:23])=[O:19])[CH:15]=[CH:16][CH:17]=2)=[O:10])[CH:6]=[CH:5][CH:4]=[CH:3][CH:2]=1 |f:1.2,4.5|. Starting materials: O=c1[nH]ccn1-c1ccc(OCC(F)(F)C(F)(F)C(F)(F)C(F)F)cc1, CC(O)C1(c2ccc(F)cc2F)CO1. The product is CC(n1ccn(-c2ccc(OCC(F)(F)C(F)(F)C(F)(F)C(F)F)cc2)c1=O)C1(c2ccc(F)cc2F)CO1. Reaction SMILES: [F:15][C:16]([CH2:17][O:18][c:19]1[cH:20][cH:21][c:22](-[n:25]2[c:26](=[O:30])[nH:27][cH:28][cH:29]2)[cH:23][cH:24]1)([C:31]([C:32]([CH:33]([F:34])[F:35])([F:36])[F:37])([F:38])[F:39])[F:40].[F:1][c:2]1[c:3]([C:9]2([CH:12]([CH3:13])[OH:14])[O:10][CH2:11]2)[cH:4][cH:5][c:6]([F:8])[cH:7]1>>[F:1][c:2]1[c:3]([C:9]2([CH:12]([CH3:13])[n:27]3[c:26](=[O:30])[n:25](-[c:22]4[cH:21][cH:20][c:19]([O:18][CH2:17][C:16]([F:15])([C:31]([C:32]([CH:33]([F:34])[F:35])([F:36])[F:37])([F:38])[F:39])[F:40])[cH:24][cH:23]4)[cH:29][cH:28]3)[O:10][CH2:11]2)[cH:4][cH:5][c:6]([F:8])[cH:7]1.